This data is from the Open Reaction Database (ORD), a public repository of structured organic reaction records. The task is: describe an organic reaction: reactants, conditions, products, and yield Solvent: C(C)(=O)O (acetic acid). As a reaction SMILES: [N:1]1[NH:2][C:3](=[O:15])[N:4]2[CH:10]=[CH:9][C:8]3[CH:11]=[CH:12][CH:13]=[CH:14][C:7]=3[CH2:6][C:5]=12>[Pd].C(O)(=O)C>[N:1]1[NH:2][C:3](=[O:15])[N:4]2[CH2:10][CH2:9][C:8]3[CH:11]=[CH:12][CH:13]=[CH:14][C:7]=3[CH2:6][C:5]=12. Reagents/catalysts: [Pd] (palladium-on-carbon). Reported procedure: A mixture of 20 parts of 2,11-dihydro-3H-s-triazolo[3,4-b][3]benzazepin-3-one, 400 volume parts of acetic acid and 15 parts of 5% palladium-on-carbon is hydrogenated at atmospheric pressure and temperature under stirring. After 2600 volume parts of hydrogen is absorbed, the catalyst is removed by filtration. The filtrate is concentrated under reduced pressure and the residue is treated with diethyl ether to give 2,5,6,11-tetrahydro-3H-s-triazolo[3,4-b][3]benzazepin-3-one as crystals. Recrystalli... Product: N=1NC(N2C1CC1=C(CC2)C=CC=C1)=O (2,5,6,11-tetrahydro-3H-s-triazolo[3,4-b][3]benzazepin-3-one). Reactants: 20, N=1NC(N2C1CC1=C(C=C2)C=CC=C1)=O (2,11-dihydro-3H-s-triazolo[3,4-b][3]benzazepin-3-one). Reactants: O (water), Cl (hydrochloric acid), NaClO2.4H2O, C(CC)C1=NC2=C(N1CC1=CC=C(C=C1)C=1C(=CC=CC1)C=O)C=C(C=C2C)C=2N=CN(C2)C (4′-[(2-n-propyl-4-methyl-6-(1-methyl-imidazol-4-yl)-benzimidazol-1-yl)methyl]-biphenyl-2-carboxaldehyde), 10, NaH2PO4, O (water), O (water). The solvent is C(C)#N (acetonitrile), OO (H2O2). Conditions: time 1.5 hour. The product is CCCC1=NC=2C(=CC(=CC2N1CC=3C=CC(=CC3)C=4C=CC=CC4C(=O)O)C5=NC=6C=CC=CC6N5C)C (telmisartan). As a reaction SMILES: [CH2:1]([C:4]1[N:8]([CH2:9][C:10]2[CH:15]=[CH:14][C:13]([C:16]3[C:17]([CH:22]=[O:23])=[CH:18][CH:19]=[CH:20][CH:21]=3)=[CH:12][CH:11]=2)[C:7]2[CH:24]=[C:25](C3N=CN(C)C=3)[CH:26]=[C:27]([CH3:28])[C:6]=2[N:5]=1)[CH2:2][CH3:3].Cl.[OH2:36]>C(#N)C.OO>[CH3:3][CH2:2][CH2:1][C:4]1[N:8]([CH2:9][C:10]2[CH:11]=[CH:12][C:13]([C:16]3[CH:21]=[CH:20][CH:19]=[CH:18][C:17]=3[C:22]([OH:23])=[O:36])=[CH:14][CH:15]=2)[C:7]2[CH:24]=[C:25]([C:4]3[N:8]([CH3:9])[C:7]4[CH:24]=[CH:25][CH:26]=[CH:27][C:6]=4[N:5]=3)[CH:26]=[C:27]([CH3:28])[C:6]=2[N:5]=1. Reported procedure: A solution of 156 mg of NaClO2.4H2O in 1 mL of water was added dropwise by canilla to a stirred mixture of 4′-[(2-n-propyl-4-methyl-6-(1-methyl-imidazol-4-yl)-benzimidazol-1-yl)methyl]-biphenyl-2-carboxaldehyde (230 mg) in 1 mL of acetonitrile, 0.16 ml of 10 solution of NaH2PO4 in water and 0.23 mL of 30% H2O2 at the temperature 10° C. pH of the mixture was adjusted to 2 with concentrated hydrochloric acid. Stirring was continued for 1.5 h at room temperature. Reaction mixture was poured in 1.2 ...